Dataset: the Open Reaction Database (ORD), a public repository of structured organic reaction records. Task: describe an organic reaction: reactants, conditions, products, and yield Reactants: C(C=C)C1=NN=C(S1)N=C=O (5-allyl-1,3,4-thiadiazol-2-yl isocyanate), dimethyl acetal, ClCNCCC=O (3-chloromethylaminopropionaldehyde). The solvent is C1=CC=CC=C1 (benzene), C1=CC=CC=C1 (benzene). Yields the product dimethyl acetal, ClCN(C(=O)NC=1SC(=NN1)CC=C)CCC=O (3-[1-chloromethyl-3-(5-allyl-1,3,4-thiadiazol-2-yl)ureido]propionaldehyde). Reaction SMILES: [CH2:1]([C:4]1[S:8][C:7]([N:9]=[C:10]=[O:11])=[N:6][N:5]=1)[CH:2]=[CH2:3].[Cl:12][CH2:13][NH:14][CH2:15][CH2:16][CH:17]=[O:18]>C1C=CC=CC=1>[Cl:12][CH2:13][N:14]([CH2:15][CH2:16][CH:17]=[O:18])[C:10]([NH:9][C:7]1[S:8][C:4]([CH2:1][CH:2]=[CH2:3])=[N:5][N:6]=1)=[O:11]. Procedure details: A mixture of 5-allyl-1,3,4-thiadiazol-2-yl isocyanate dimer (0.05 mole), the dimethyl acetal of 3-chloromethylaminopropionaldehyde (0.1 mole) and benzene (60 ml) are charged into a glass reaction vessel equipped with a mechanical stirrer and reflux condenser. The reaction mixture is heated at reflux for a period of about 15 minutes. After this time the mixture is stripped of benzene under reduced pressure to yield a solid product as the residue. The residue is then recrystallized to yield the de... Starting materials: Cc1nccc(C=O)n1, CC1CNCC1c1nc2c(cnn2C2CCCC2)c(=O)[nH]1. Product: Cc1nccc(CN2CC(C)C(c3nc4c(cnn4C4CCCC4)c(=O)[nH]3)C2)n1. RXN SMILES: [CH3:22][c:23]1[n:24][cH:25][cH:26][c:27]([CH:29]=[O:30])[n:28]1.[CH:1]1([n:6]2[n:7][cH:8][c:9]3[c:10]2[n:11][c:12]([CH:16]2[CH2:17][NH:18][CH2:19][CH:20]2[CH3:21])[nH:13][c:14]3=[O:15])[CH2:2][CH2:3][CH2:4][CH2:5]1>>[CH:1]1([n:6]2[n:7][cH:8][c:9]3[c:10]2[n:11][c:12]([CH:16]2[CH2:17][N:18]([CH2:29][c:27]4[cH:26][cH:25][n:24][c:23]([CH3:22])[n:28]4)[CH2:19][CH:20]2[CH3:21])[nH:13][c:14]3=[O:15])[CH2:2][CH2:3][CH2:4][CH2:5]1. Reactants: O=C(Cc1ccc(Br)cc1)Nc1ccc(Oc2ccc(Cl)c(Cl)c2)cc1O, OB(O)c1ccc(C(F)(F)F)cc1. Yields the product O=C(Cc1ccc(-c2ccc(C(F)(F)F)cc2)cc1)Nc1ccc(Oc2ccc(Cl)c(Cl)c2)cc1O. As a reaction SMILES: [Br:1][c:2]1[cH:3][cH:4][c:5]([CH2:8][C:9](=[O:10])[NH:11][c:12]2[c:13]([OH:27])[cH:14][c:15]([O:18][c:19]3[cH:20][c:21]([Cl:26])[c:22]([Cl:25])[cH:23][cH:24]3)[cH:16][cH:17]2)[cH:6][cH:7]1.[F:28][C:29]([c:30]1[cH:31][cH:32][c:33]([B:36]([OH:37])[OH:38])[cH:34][cH:35]1)([F:39])[F:40]>>[c:2]1(-[c:33]2[cH:32][cH:31][c:30]([C:29]([F:28])([F:39])[F:40])[cH:35][cH:34]2)[cH:3][cH:4][c:5]([CH2:8][C:9](=[O:10])[NH:11][c:12]2[c:13]([OH:27])[cH:14][c:15]([O:18][c:19]3[cH:20][c:21]([Cl:26])[c:22]([Cl:25])[cH:23][cH:24]3)[cH:16][cH:17]2)[cH:6][cH:7]1. The reactants are C(C)(=O)Cl (Acetyl chloride), C(C)(C)(C)OC(N(C)[C@@H](C)C(N[C@@H]1C(N(C2=C(N([C@H]1C)C(C1=CC=C(C=C1)C(C)=O)=O)C=CC=C2)CC2=C(C=CC1=C(C=CC=C21)Br)OC)=O)=O)=O ({(S)-1-[(2S,3S)-1-(4-acetyl-benzoyl)-5-(5-bromo-2-methoxy-naphthalen-1-ylmethyl)-2-methyl-4-oxo-2,3,4,5-tetrahydro-1H-benzo[b][1,4]diazepin-3-ylcarbamoyl]-ethyl}-methyl-carbamic acid tert-butyl ester). Solvent: CO (methanol). Run at time 2 hour. Yields the product Cl.C(C)(=O)C1=CC=C(C(=O)N2C3=C(N(C([C@H]([C@@H]2C)NC([C@H](C)NC)=O)=O)CC2=C(C=CC4=C(C=CC=C24)Br)OC)C=CC=C3)C=C1 ((S)-N-[(2S,3S)-1-(4-acetyl-benzoyl)-5-(5-bromo-2-methoxy-naphthalen-1-ylmethyl)-2-methyl-4-oxo-2,3,4,5-tetrahydro-1H-benzo[b][1,4]diazepin-3-yl]-2-methylamino-propionamide hydrochloride). Yield: 8.1%. As a reaction SMILES: C([Cl:4])(=O)C.C(O[C:10](=O)[N:11]([C@H:13]([C:15](=[O:55])[NH:16][C@H:17]1[C@H:23]([CH3:24])[N:22]([C:25](=[O:35])[C:26]2[CH:31]=[CH:30][C:29]([C:32](=[O:34])[CH3:33])=[CH:28][CH:27]=2)[C:21]2[CH:36]=[CH:37][CH:38]=[CH:39][C:20]=2[N:19]([CH2:40][C:41]2[C:50]3[C:45](=[C:46]([Br:51])[CH:47]=[CH:48][CH:49]=3)[CH:44]=[CH:43][C:42]=2[O:52][CH3:53])[C:18]1=[O:54])[CH3:14])C)(C)(C)C>CO>[ClH:4].[C:32]([C:29]1[CH:28]=[CH:27][C:26]([C:25]([N:22]2[C@@H:23]([CH3:24])[C@H:17]([NH:16][C:15](=[O:55])[C@@H:13]([NH:11][CH3:10])[CH3:14])[C:18](=[O:54])[N:19]([CH2:40][C:41]3[C:50]4[C:45](=[C:46]([Br:51])[CH:47]=[CH:48][CH:49]=4)[CH:44]=[CH:43][C:42]=3[O:52][CH3:53])[C:20]3[CH:39]=[CH:38][CH:37]=[CH:36][C:21]2=3)=[O:35])=[CH:31][CH:30]=1)(=[O:34])[CH3:33] |f:3.4|. Procedure: Acetyl chloride (0.5 ml, 7.03 mmol) was added dropwise to a solution of {(S)-1-[(2S,3S)-1-(4-acetyl-benzoyl)-5-(5-bromo-2-methoxy-naphthalen-1-ylmethyl)-2-methyl-4-oxo-2,3,4,5-tetrahydro-1H-benzo[b][1,4]diazepin-3-ylcarbamoyl]-ethyl}-methyl-carbamic acid tert-butyl ester (40 mg, 0.52 mmol) in methanol at 0° C. and the reaction was allowed to warm to ambient temperature and stir for 2 h. The reaction was concentrated in vacuo and the residue was triturated with diethyl ether, filtered and dried t... The reactants are NN1C(C2=CC=CC=C2C(=N1)N1CCOCC1)=O (2-amino-4-morpholinophthalazin-1(2H)-one), COC1=CC=C(C=C1)CC(=O)O (2-(4-methoxyphenyl)acetic acid). The product is COC1=CC=C(C=C1)CC(=O)NN1C(C2=CC=CC=C2C(=N1)N1CCOCC1)=O (2-(4-methoxyphenyl)-N-[4-(morpholin-4-yl)-1-oxophthalazin-2(1H)-yl]acetamide). Reaction SMILES: [NH2:1][N:2]1[N:11]=[C:10]([N:12]2[CH2:17][CH2:16][O:15][CH2:14][CH2:13]2)[C:9]2[C:4](=[CH:5][CH:6]=[CH:7][CH:8]=2)[C:3]1=[O:18].[CH3:19][O:20][C:21]1[CH:26]=[CH:25][C:24]([CH2:27][C:28](O)=[O:29])=[CH:23][CH:22]=1>>[CH3:19][O:20][C:21]1[CH:26]=[CH:25][C:24]([CH2:27][C:28]([NH:1][N:2]2[N:11]=[C:10]([N:12]3[CH2:17][CH2:16][O:15][CH2:14][CH2:13]3)[C:9]3[C:4](=[CH:5][CH:6]=[CH:7][CH:8]=3)[C:3]2=[O:18])=[O:29])=[CH:23][CH:22]=1. Procedure: The product of Example 1B and 2-(4-methoxyphenyl)acetic acid were treated using a method similar to that described in Example 111 to give the title compound. 1H NMR (500 MHz, DMSO-d6/Deuterium Oxide) δ ppm 8.30 (dd, J=7.9, 1.3 Hz, 1H), 8.03 (d, J=1.3 Hz, 1H), 7.97-8.01 (m, 1H), 7.91 (td, J=7.5, 1.3 Hz, 1H), 7.28-7.31 (m, 2H), 6.91-6.93 (m, 2H), 3.81-3.83 (m, 4H), 3.75 (s, 3H), 3.59 (s, 3H), 3.07-3.10 (m, 4H); MS (ESI+) M/Z 395 (M+H)+. The reactants are C1CCOC1, CCN, ClC(Cl)Cl, Cc1ccc(S(=O)(=O)OCCOc2ccc3c(c2)c(S(=O)(=O)c2cccc4ccccc24)nn3Cc2cccc(Cl)c2)cc1, Cl. Product: CCNCCOc1ccc2c(c1)c(S(=O)(=O)c1cccc3ccccc13)nn2Cc1cccc(Cl)c1. RXN SMILES: [CH2:45]1[O:46][CH2:47][CH2:48][CH2:49]1.[CH3:51][CH2:52][NH2:53].[CH:54]([Cl:55])([Cl:56])[Cl:57].[Cl:1][c:2]1[cH:3][c:4]([CH2:5][n:6]2[n:7][c:8]([S:29](=[O:30])(=[O:31])[c:32]3[cH:33][cH:34][cH:35][c:36]4[cH:37][cH:38][cH:39][cH:40][c:41]34)[c:9]3[cH:10][c:11]([O:15][CH2:16][CH2:17][O:18][S:19]([c:20]4[cH:21][cH:22][c:23]([CH3:24])[cH:25][cH:26]4)(=[O:27])=[O:28])[cH:12][cH:13][c:14]23)[cH:42][cH:43][cH:44]1.[ClH:50]>>[Cl:1][c:2]1[cH:3][c:4]([CH2:5][n:6]2[n:7][c:8]([S:29](=[O:30])(=[O:31])[c:32]3[cH:33][cH:34][cH:35][c:36]4[cH:37][cH:38][cH:39][cH:40][c:41]34)[c:9]3[cH:10][c:11]([O:15][CH2:16][CH2:17][NH:53][CH2:52][CH3:51])[cH:12][cH:13][c:14]23)[cH:42][cH:43][cH:44]1.